describe an organic reaction: reactants, conditions, products, and yield From a dataset of the Open Reaction Database (ORD), a public repository of structured organic reaction records. Reagents/catalysts: [Pd] (Pd/C). The product is FC(C=1C=C(C=C(C1)C(F)(F)F)COC1C(C(CC1)NC)C1=CC=CC=C1)(F)F (1-(SR)-(3,5-Bis(trifluoromethyl)phenyl)methoxy-2-(SR)-phenyl-3-(RS)-(methylamino)cyclopentane). As a reaction SMILES: [F:1][C:2]([F:39])([F:38])[C:3]1[CH:4]=[C:5]([CH2:13][O:14][CH:15]2[CH2:19][CH2:18][CH:17]([N:20](C(OCC3C=CC=CC=3)=O)[CH3:21])[CH:16]2[C:32]2[CH:37]=[CH:36][CH:35]=[CH:34][CH:33]=2)[CH:6]=[C:7]([C:9]([F:12])([F:11])[F:10])[CH:8]=1.C(OCC)(=O)C>CO.[Pd]>[F:1][C:2]([F:38])([F:39])[C:3]1[CH:4]=[C:5]([CH2:13][O:14][CH:15]2[CH2:19][CH2:18][CH:17]([NH:20][CH3:21])[CH:16]2[C:32]2[CH:33]=[CH:34][CH:35]=[CH:36][CH:37]=2)[CH:6]=[C:7]([C:9]([F:12])([F:11])[F:10])[CH:8]=1. Procedure details: A solution of 475 mg of the above 1-(SR)-(3,5-bis(trifluoromethyl)-phenyl)methoxy-2-(SR)-phenyl-3-(RS)-(N-(benzyloxycarbonyl)-N-methylamino) cyclopentane in 5 mL of 1:1 methanol: ethyl acetate was hydrogenated over 100 mg of 10% Pd/C for 2 hours. The reaction was filtered and concentrated to afford the title compound as an oil. Mass spec (NH3/CI): 418 (M+1). The solvent is CO (methanol). Starting materials: FC(C=1C=C(C=C(C1)C(F)(F)F)COC1C(C(CC1)N(C)C(=O)OCC1=CC=CC=C1)C1=CC=CC=C1)(F)F (1-(SR)-(3,5-bis(trifluoromethyl)-phenyl)methoxy-2-(SR)-phenyl-3-(RS)-(N-(benzyloxycarbonyl)-N-methylamino) cyclopentane), C(C)(=O)OCC (ethyl acetate). Reactants: C(C1=CC=CC=C1)NO (N-benzylhydroxylamine), C([O-])([O-])=O.[Na+].[Na+] (sodium carbonate), ClCC1=C(C(=C(C(=C1C)CCl)C)CCl)C (2,4,6-tris(chloromethyl)mesitylene). Run in CN(C=O)C (N,N-dimethylformamide). Run at temperature 80 celsius, time 8 hour. The product is C(C1=CC=CC=C1)N(O)CC1=C(C(=C(C(=C1C)CN(CC1=CC=CC=C1)O)C)CN(CC1=CC=CC=C1)O)C (2,4,6-Tris(N-benzylhydroxylaminomethyl)mesitylene). Yield: 62.6%. Reaction SMILES: C(=O)([O-])[O-].[Na+].[Na+].[CH2:7]([NH:14][OH:15])[C:8]1[CH:13]=[CH:12][CH:11]=[CH:10][CH:9]=1.Cl[CH2:17][C:18]1[C:23]([CH3:24])=[C:22]([CH2:25]Cl)[C:21]([CH3:27])=[C:20]([CH2:28]Cl)[C:19]=1[CH3:30]>CN(C)C=O>[CH2:7]([N:14]([CH2:17][C:18]1[C:23]([CH3:24])=[C:22]([CH2:25][N:14]([OH:15])[CH2:7][C:8]2[CH:13]=[CH:12][CH:11]=[CH:10][CH:9]=2)[C:21]([CH3:27])=[C:20]([CH2:28][N:14]([OH:15])[CH2:7][C:8]2[CH:13]=[CH:12][CH:11]=[CH:10][CH:9]=2)[C:19]=1[CH3:30])[OH:15])[C:8]1[CH:13]=[CH:12][CH:11]=[CH:10][CH:9]=1 |f:0.1.2|. Procedure details: To a suspension of 3.87 g of sodium carbonate in 30 ml of dry N,N-dimethylformamide is added 4.50 g of N-benzylhydroxylamine followed by 3.23 g of 2,4,6-tris(chloromethyl)mesitylene. After stirring at 80° C. for 8 hours, dimethylformamide is removed under reduced pressure and the residue is partitioned between methylene chloride and water. The combined organic layers are washed with water, brine, dried and evaporated to give a crude product. Recrystallization from ethyl acetate-heptane affords 4... Reactants: OC1CCC2(CCN(CC2)C(=O)OC(C)(C)C)CC1 (tert-Butyl 9-hydroxy-3-azaspiro[5.5]undecane-3-carboxylate), [I-].[Na+] (sodium iodide), Cl.ClC1=CC=NC=C1 (4-Chloropyridine hydrochloride), [H-].[Na+] (sodium hydride), C(=O)(O)[O-].[Na+] (NaHCO3). The solvent is CS(=O)C (DMSO), CS(=O)C (DMSO), CO (Methanol). Reaction conditions: time 8 hour. Yields the product N1=CC=C(C=C1)OC1CCC2(CCN(CC2)C(=O)OC(C)(C)C)CC1 (tert-Butyl 9-(pyridin-4-yloxy)-3-azaspiro[5.5]undecane-3-carboxylate). RXN SMILES: Cl.Cl[C:3]1[CH:8]=[CH:7][N:6]=[CH:5][CH:4]=1.[H-].[Na+].[OH:11][CH:12]1[CH2:29][CH2:28][C:15]2([CH2:20][CH2:19][N:18]([C:21]([O:23][C:24]([CH3:27])([CH3:26])[CH3:25])=[O:22])[CH2:17][CH2:16]2)[CH2:14][CH2:13]1.[I-].[Na+].C([O-])(O)=O.[Na+]>CS(C)=O.CO>[N:6]1[CH:7]=[CH:8][C:3]([O:11][CH:12]2[CH2:13][CH2:14][C:15]3([CH2:20][CH2:19][N:18]([C:21]([O:23][C:24]([CH3:25])([CH3:26])[CH3:27])=[O:22])[CH2:17][CH2:16]3)[CH2:28][CH2:29]2)=[CH:4][CH:5]=1 |f:0.1,2.3,5.6,7.8|. Reported procedure: 4-Chloropyridine hydrochloride (1.3 g) was added to sodium hydride (0.89 g) in DMSO (20 ml), and the mixture was stirred for 10 min. tert-Butyl 9-hydroxy-3-azaspiro[5.5]undecane-3-carboxylate (2.0 g) in DMSO (20 ml) was then added slowly, and the mixture was stirred overnight (TLC monitoring: conversion about 30-35%). A catalytic amount of sodium iodide was added, and the reaction mixture was stirred for 8 h at 80° C. (TLC monitoring). Methanol and NaHCO3 solution were added to the reaction mixt... Reactants: CCC(=O)Cl, ClCCl, C[Si](C)(C)CCCCCCCCCC1=C(O)C(=O)c2ccccc2C1=O, c1ccncc1. The product is CCC(=O)OC1=C(CCCCCCCCC[Si](C)(C)C)C(=O)c2ccccc2C1=O. RXN SMILES: [C:33]([CH2:34][CH3:35])(=[O:36])[Cl:37].[Cl:38][CH2:39][Cl:40].[OH:1][C:2]1=[C:11]([CH2:12][CH2:13][CH2:14][CH2:15][CH2:16][CH2:17][CH2:18][CH2:19][CH2:20][Si:21]([CH3:22])([CH3:23])[CH3:24])[C:10](=[O:25])[c:9]2[c:4]([cH:5][cH:6][cH:7][cH:8]2)[C:3]1=[O:26].[cH:27]1[cH:28][cH:29][n:30][cH:31][cH:32]1>>[O:1]([C:2]1=[C:11]([CH2:12][CH2:13][CH2:14][CH2:15][CH2:16][CH2:17][CH2:18][CH2:19][CH2:20][Si:21]([CH3:22])([CH3:23])[CH3:24])[C:10](=[O:25])[c:9]2[c:4]([cH:5][cH:6][cH:7][cH:8]2)[C:3]1=[O:26])[C:33]([CH2:34][CH3:35])=[O:36]. The reactants are CC(C)(C)Oc1ccc(C=O)cc1, CC(=O)O[BH-](OC(C)=O)OC(C)=O, CCOC(C)=O, ClCCl, CC(C)CC(N)C(=O)N1CCN(C(c2ccc(F)cc2)c2ccc(F)cc2)CC1, [Na+], [Na+], O=C([O-])O. Product: CC(C)CC(NCc1ccc(OC(C)(C)C)cc1)C(=O)N1CCN(C(c2ccc(F)cc2)c2ccc(F)cc2)CC1. RXN SMILES: [C:30]([CH3:31])([CH3:32])([CH3:33])[O:34][c:35]1[cH:36][cH:37][c:38]([CH:39]=[O:40])[cH:41][cH:42]1.[C:43]([O:44][BH-:45]([O:46][C:47](=[O:48])[CH3:49])[O:50][C:51](=[O:52])[CH3:53])(=[O:54])[CH3:55].[CH3:65][CH2:66][O:67][C:68]([CH3:69])=[O:70].[Cl:62][CH2:63][Cl:64].[NH2:1][CH:2]([C:3](=[O:4])[N:5]1[CH2:6][CH2:7][N:8]([CH:11]([c:12]2[cH:13][cH:14][c:15]([F:18])[cH:16][cH:17]2)[c:19]2[cH:20][cH:21][c:22]([F:25])[cH:23][cH:24]2)[CH2:9][CH2:10]1)[CH2:26][CH:27]([CH3:28])[CH3:29].[Na+:56].[Na+:61].[O-:57][C:58]([OH:59])=[O:60]>>[NH:1]([CH:2]([C:3](=[O:4])[N:5]1[CH2:6][CH2:7][N:8]([CH:11]([c:12]2[cH:13][cH:14][c:15]([F:18])[cH:16][cH:17]2)[c:19]2[cH:20][cH:21][c:22]([F:25])[cH:23][cH:24]2)[CH2:9][CH2:10]1)[CH2:26][CH:27]([CH3:28])[CH3:29])[CH2:39][c:38]1[cH:37][cH:36][c:35]([O:34][C:30]([CH3:31])([CH3:32])[CH3:33])[cH:42][cH:41]1. The reactants are Cl (hydrochloric acid), C(C)OC(=O)[C@H]1CN(CCC1)CCCCCCN(C1=CC=CC=C1)C1=CC=CC=C1 ((R)-N-(6-(Diphenylamino)-1-hexyl)-3-piperidinecarboxylic acid ethyl ester), C(C)O (ethanol), [OH-].[Na+] (sodium hydroxide). Run in ClCCl (dichloromethane). Run at time 6 hour. The product is Cl.C1(=CC=CC=C1)N(CCCCCCN1C[C@@H](CCC1)C(=O)O)C1=CC=CC=C1 ((R)-N-(6-(Diphenylamino)-1-hexyl)-3-piperidinecarboxylic acid hydrochloride). RXN SMILES: C([O:3][C:4]([C@@H:6]1[CH2:11][CH2:10][CH2:9][N:8]([CH2:12][CH2:13][CH2:14][CH2:15][CH2:16][CH2:17][N:18]([C:25]2[CH:30]=[CH:29][CH:28]=[CH:27][CH:26]=2)[C:19]2[CH:24]=[CH:23][CH:22]=[CH:21][CH:20]=2)[CH2:7]1)=[O:5])C.C(O)C.[OH-].[Na+].[ClH:36]>ClCCl>[ClH:36].[C:25]1([N:18]([C:19]2[CH:24]=[CH:23][CH:22]=[CH:21][CH:20]=2)[CH2:17][CH2:16][CH2:15][CH2:14][CH2:13][CH2:12][N:8]2[CH2:9][CH2:10][CH2:11][C@@H:6]([C:4]([OH:5])=[O:3])[CH2:7]2)[CH:30]=[CH:29][CH:28]=[CH:27][CH:26]=1 |f:2.3,6.7|. Procedure: The ester prepared in Example 3 (3.4 g, 8.3 mmol) was dissolved into ethanol (10 ml) and a 12 N sodium hydroxide solution (1.5 ml) was added. The reaction mixture was stirred at room temperature for 6 h. A concentrated hydrochloric acid solution (2.3 ml) was added with cooling of the reaction vessel in an ice-bath and dichloromethane (300 ml) was added. The resulting emulsion was dried (Na2SO4) and the solvent evaporated in vacuo to give a residue which was crystallised from ethyl acetate. This ...